describe an organic reaction: reactants, conditions, products, and yield From a dataset of the Open Reaction Database (ORD), a public repository of structured organic reaction records. Reactants: FC(C(=O)N1CCCCC1)(F)F (N-trifluoroacetyl piperidine), [Cl-].[NH4+] (ammonium chloride), BrC1=CC2=C(C=C1)OCO2 (4-Bromo-1,2-methylenedioxybenzene), C(CCC)[Li] (n-butyllithium). Solvent: CCOCC (ether), C(C)OCC (diethylether). Conditions: temperature -30 celsius, time 15 minute. The product is FC(F)(F)C(=O)C1=CC2=C(C=C1)OCO2 (trifluoromethyl (3,4-methylenedioxyphenyl)-methanone). Yield: 50.4%. As a reaction SMILES: Br[C:2]1[CH:7]=[CH:6][C:5]2[O:8][CH2:9][O:10][C:4]=2[CH:3]=1.C([Li])CCC.[F:16][C:17]([F:27])([F:26])[C:18](N1CCCCC1)=[O:19].[Cl-].[NH4+]>C(OCC)C>[F:16][C:17]([C:18]([C:2]1[CH:7]=[CH:6][C:5]2[O:8][CH2:9][O:10][C:4]=2[CH:3]=1)=[O:19])([F:27])[F:26] |f:3.4|. Procedure: 4-Bromo-1,2-methylenedioxybenzene (4.02 g, 0.020 mole) was dissolved in dry diethylether (100 ml) and cooled to -30° C. under a dry argon atmosphere. At -30° C. to -40° C. n-butyllithium (12 ml, 0.002 mole; 1.85 molar solution in n-hexane) were added with stirring over 15 minutes. After 50 minutes at -30° C. the mixture was cooled to -50° C. and the solution of N-trifluoroacetyl piperidine (3.62 g, 0.020 mole) in dry ether (20 ml) was added over 5 minutes. After 45 minutes at -50° C. the reactio...